From a dataset of the Open Reaction Database (ORD), a public repository of structured organic reaction records. describe an organic reaction: reactants, conditions, products, and yield Starting materials: IC1=CC=C(C(=O)OCC)C=C1 (ethyl 4-iodobenzoate), CC1(CC(NC1)=O)C (4,4-dimethylpyrrolidin-2-one). The product is CC1(CC(N(C1)C1=CC=C(C(=O)OCC)C=C1)=O)C (ethyl 4-(4,4-dimethyl-2-oxopyrrolidin-1-yl)benzoate). The yield is 103.1%. RXN SMILES: I[C:2]1[CH:12]=[CH:11][C:5]([C:6]([O:8][CH2:9][CH3:10])=[O:7])=[CH:4][CH:3]=1.[CH3:13][C:14]1([CH3:20])[CH2:18][NH:17][C:16](=[O:19])[CH2:15]1>>[CH3:13][C:14]1([CH3:20])[CH2:18][N:17]([C:2]2[CH:12]=[CH:11][C:5]([C:6]([O:8][CH2:9][CH3:10])=[O:7])=[CH:4][CH:3]=2)[C:16](=[O:19])[CH2:15]1. Procedure: Using ethyl 4-iodobenzoate (552 mg) and 4,4-dimethylpyrrolidin-2-one (226 mg) and by the reaction and treatment in the same manner as in Preparation Example 48, the title compound (538 mg) was obtained.